This data is from the Open Reaction Database (ORD), a public repository of structured organic reaction records. The task is: describe an organic reaction: reactants, conditions, products, and yield Starting materials: BrC=1C=C(C=CC1)C#CCCCN1C(C2=CC=CC=C2C1=O)=O (2-(5-(3-Bromophenyl)pent-4-ynyl)isoindoline-1,3-dione), C1(=CC=CC=C1)B(O)O (phenyl boronic acid). Reagents/catalysts: C=1C=CC(=CC1)[P](C=2C=CC=CC2)(C=3C=CC=CC3)[Pd]([P](C=4C=CC=CC4)(C=5C=CC=CC5)C=6C=CC=CC6)([P](C=7C=CC=CC7)(C=8C=CC=CC8)C=9C=CC=CC9)[P](C=1C=CC=CC1)(C=1C=CC=CC1)C=1C=CC=CC1 (Pd (PPh3)4). Solvent: COCCOC (DME). Conditions: temperature 80 celsius, time 2 hour. Product: C1(=CC(=CC=C1)C#CCCCN1C(C2=CC=CC=C2C1=O)=O)C1=CC=CC=C1 (2-(5-(biphenyl-3-yl)pent-4-ynyl)isoindoline-1,3-dione). Reaction SMILES: Br[C:2]1[CH:3]=[C:4]([C:8]#[C:9][CH2:10][CH2:11][CH2:12][N:13]2[C:21](=[O:22])[C:20]3[C:15](=[CH:16][CH:17]=[CH:18][CH:19]=3)[C:14]2=[O:23])[CH:5]=[CH:6][CH:7]=1.[C:24]1(B(O)O)[CH:29]=[CH:28][CH:27]=[CH:26][CH:25]=1>C1C=CC([P]([Pd]([P](C2C=CC=CC=2)(C2C=CC=CC=2)C2C=CC=CC=2)([P](C2C=CC=CC=2)(C2C=CC=CC=2)C2C=CC=CC=2)[P](C2C=CC=CC=2)(C2C=CC=CC=2)C2C=CC=CC=2)(C2C=CC=CC=2)C2C=CC=CC=2)=CC=1.COCCOC>[C:2]1([C:24]2[CH:29]=[CH:28][CH:27]=[CH:26][CH:25]=2)[CH:7]=[CH:6][CH:5]=[C:4]([C:8]#[C:9][CH2:10][CH2:11][CH2:12][N:13]2[C:21](=[O:22])[C:20]3[C:15](=[CH:16][CH:17]=[CH:18][CH:19]=3)[C:14]2=[O:23])[CH:3]=1 |^1:36,38,57,76|. Procedure: 2-(5-(3-Bromophenyl)pent-4-ynyl)isoindoline-1,3-dione (0.31 g, 0.84 mmol), phenyl boronic acid (206 mg, 1.68 mmol), and Pd (PPh3)4 (0.23, 0.2 mmol) were taken into DME (5 mL) and stirred at 80° C. for two hours. The reaction was then quenched with saturated NaHCO3 and the resulting mixture extracted with EtOAc, washed with brine, then dried over sodium sulfate and the solvent removed in vacuo. The resulting residue was purified on normal phase chromatography (Heptane/EtOAc) to yield 2-(5-(biphen...